This data is from the Open Reaction Database (ORD), a public repository of structured organic reaction records. The task is: describe an organic reaction: reactants, conditions, products, and yield Reactants: Cl (HCl), C(=O)(C(F)(F)F)O (TFA), NC1(CCC1)C1=CC=C(C=C1)C1=C(OC2=CC=C(C=C2C1=O)F)C1=CC=CC=C1 (3-[4-(1-amino-cyclobutyl)-phenyl]-6-fluoro-2-phenyl-chromen-4-one), C(C)(C)(C)OC(NC1(CCC1)C1=CC=C(C=C1)C1=C(OC2=CC=CC=C2C1=S)C1=CC=CC=C1)=O ({1-[4-(2-phenyl-4-thioxo-4H-chromen-3-yl)-phenyl]-cyclobutyl}-carbamic acid tert-butyl ester). The solvent is CO (MeOH), O (water). Product: eluent, Cl.NC1(CCC1)C1=CC=C(C=C1)C1=C(OC2=CC=CC=C2C1=S)C1=CC=CC=C1 (3-[4-(1-Amino-cyclobutyl)-phenyl]-2-phenyl-chromene-4-thione hydrochloride). Isolated yield 64.0%. RXN SMILES: NC1(C2C=CC(C3C(=O)C4C(=CC=C(F)C=4)OC=3C3C=CC=CC=3)=CC=2)CCC1.C(OC(=O)[NH:36][C:37]1([C:41]2[CH:46]=[CH:45][C:44]([C:47]3[C:56](=[S:57])[C:55]4[C:50](=[CH:51][CH:52]=[CH:53][CH:54]=4)[O:49][C:48]=3[C:58]3[CH:63]=[CH:62][CH:61]=[CH:60][CH:59]=3)=[CH:43][CH:42]=2)[CH2:40][CH2:39][CH2:38]1)(C)(C)C.C(O)(C(F)(F)F)=O.[ClH:72]>CO.O>[ClH:72].[NH2:36][C:37]1([C:41]2[CH:42]=[CH:43][C:44]([C:47]3[C:56](=[S:57])[C:55]4[C:50](=[CH:51][CH:52]=[CH:53][CH:54]=4)[O:49][C:48]=3[C:58]3[CH:63]=[CH:62][CH:61]=[CH:60][CH:59]=3)=[CH:45][CH:46]=2)[CH2:38][CH2:39][CH2:40]1 |f:6.7|. Procedure details: Following the procedure used to prepare 3-[4-(1-amino-cyclobutyl)-phenyl]-6-fluoro-2-phenyl-chromen-4-one, {1-[4-(2-phenyl-4-thioxo-4H-chromen-3-yl)-phenyl]-cyclobutyl}-carbamic acid tert-butyl ester was treated with TFA. The resultant free base was dissolved in a mixture of MeOH (2 mL), water (3 mL) and 1 M HCl (0.1 mL) and then chromatographed on a 5 g C18 cartridge {40 to 80% MeOH in water+1 M HCl (60 μL in each 10 mL of eluent)} to give the title compound as a grey-green solid (17.2 mg, 64% ... The reactants are CSC1=NN=C2CC3=C(C=CN21)C=CC=C3 (3-methylthio-11H-s-triazolo[3,4-b][3]benzazepine), S(O)(O)(=O)=O (sulfuric acid), OO (hydrogen peroxide), C(C)(=O)O (acetic acid), S(=O)([O-])[O-].[Na+].[Na+] (sodium sulfite). Conditions: time 20 hour. RXN SMILES: CS[C:3]1[N:12]2[C:6]([CH2:7][C:8]3[CH:16]=[CH:15][CH:14]=[CH:13][C:9]=3[CH:10]=[CH:11]2)=[N:5][N:4]=1.[S:17](=[O:21])(=O)(O)[OH:18].OO.S([O-])([O-])=O.[Na+].[Na+].[C:30](O)(=O)C>>[CH3:30][S:17]([C:3]1[N:12]2[C:6]([CH2:7][C:8]3[CH:16]=[CH:15][CH:14]=[CH:13][C:9]=3[CH:10]=[CH:11]2)=[N:5][N:4]=1)(=[O:21])=[O:18] |f:3.4.5|. Procedure details: To a solution of 0.23 g of 3-methylthio-11H-s-triazolo[3,4-b][3]benzazepine in 2 ml of acetic acid was added 0.2 ml of concentrated sulfuric acid and 0.5 ml of 30% hydrogen peroxide was added dropwise under stirring. After 20 hours, a solution of sodium sulfite was added and the solvent was evaporated off. To the residue was added a saturated aqueous solution of sodium hydrogen carbonate and the mixture was extracted with chloroform. The chloroform layer was washed with water and dried over Na2S... Yields the product CS(=O)(=O)C1=NN=C2CC3=C(C=CN21)C=CC=C3 (3-methylsulfonyl-11H-s-triazolo[3,4-b][3]benzazapine). Starting materials: CC(=O)OC(C)=O, O=CO, CC(C)CON=C(C(=O)O)c1csc(N)n1. Product: CC(C)CON=C(C(=O)O)c1csc(NC=O)n1. RXN SMILES: [CH3:17][C:18](=[O:19])[O:20][C:21](=[O:22])[CH3:23].[CH:24]([OH:25])=[O:26].[NH2:1][c:2]1[s:3][cH:4][c:5]([C:7]([C:8](=[O:9])[OH:10])=[N:11][O:12][CH2:13][CH:14]([CH3:15])[CH3:16])[n:6]1>>[NH:1]([c:2]1[s:3][cH:4][c:5]([C:7]([C:8](=[O:9])[OH:10])=[N:11][O:12][CH2:13][CH:14]([CH3:15])[CH3:16])[n:6]1)[CH:18]=[O:19]. The reactants are BrC=1C=NC=2N(C1)N=C(C2)C(=O)O (6-bromo-pyrazolo[1,5-a]pyrimidine-2-carboxylic acid), FC1=NC=CC=C1C=1C=C2CCNC(C2=CC1)C (6-(2-Fluoro-pyridin-3-yl)-1-methyl-1,2,3,4-tetrahydro-isoquinoline). The product is BrC=1C=NC=2N(C1)N=C(C2)C(=O)N2C(C1=CC=C(C=C1CC2)C=2C(=NC=CC2)F)C ((6-Bromo-pyrazolo[1,5-a]pyrimidin-2-yl)-[6-(2-fluoro-pyridin-3-yl)-1-methyl-3,4-dihydro-1H-isoquinolin-2-yl]-methanone). As a reaction SMILES: [Br:1][C:2]1[CH:3]=[N:4][C:5]2[N:6]([N:8]=[C:9]([C:11]([OH:13])=O)[CH:10]=2)[CH:7]=1.[F:14][C:15]1[C:20]([C:21]2[CH:22]=[C:23]3[C:28](=[CH:29][CH:30]=2)[CH:27]([CH3:31])[NH:26][CH2:25][CH2:24]3)=[CH:19][CH:18]=[CH:17][N:16]=1>>[Br:1][C:2]1[CH:3]=[N:4][C:5]2[N:6]([N:8]=[C:9]([C:11]([N:26]3[CH2:25][CH2:24][C:23]4[C:28](=[CH:29][CH:30]=[C:21]([C:20]5[C:15]([F:14])=[N:16][CH:17]=[CH:18][CH:19]=5)[CH:22]=4)[CH:27]3[CH3:31])=[O:13])[CH:10]=2)[CH:7]=1. Reported procedure: In close analogy to the procedure described in Example 1, 6-bromo-pyrazolo[1,5-a]pyrimidine-2-carboxylic acid is reacted with 6-(2-Fluoro-pyridin-3-yl)-1-methyl-1,2,3,4-tetrahydro-isoquinoline to provide the title compound in moderate yield. Starting materials: FC([C@@](CC(=O)OC)(O)C1=CN=C(S1)SC1=CC=C2C(=CC(OC2=C1)=O)C1=CC=C(C=C1)F)(F)F (methyl(3R)-4,4,4-trifluoro-3-(2-{[4-(4-fluorophenyl)-2-oxo-2H-chromen-7-yl]thio}-1,3-thiazol-5-yl)-3-hydroxybutanoate), [H-].[H-].[H-].[H-].[Li+].[Al+3] (LAH). Solvent: C1CCOC1 (THF). Conditions: time 25 minute. Yields the product O[C@](CCO)(C(F)(F)F)C1=CN=C(S1)SC1=CC=C2C(=CC(OC2=C1)=O)C1=CC=C(C=C1)F (7-({5-[(1R)-1,3-dihydroxy-1-(trifluoromethyl)propyl]-1,3-thiazol-2-yl}thio)-4-(4-fluorophenyl)-2H-chromen-2-one). Reaction SMILES: [F:1][C:2]([F:35])([F:34])[C@:3]([C:10]1[S:14][C:13]([S:15][C:16]2[CH:25]=[C:24]3[C:19]([C:20]([C:27]4[CH:32]=[CH:31][C:30]([F:33])=[CH:29][CH:28]=4)=[CH:21][C:22](=[O:26])[O:23]3)=[CH:18][CH:17]=2)=[N:12][CH:11]=1)([OH:9])[CH2:4][C:5](OC)=[O:6].[H-].[H-].[H-].[H-].[Li+].[Al+3]>C1COCC1>[OH:9][C@@:3]([C:10]1[S:14][C:13]([S:15][C:16]2[CH:25]=[C:24]3[C:19]([C:20]([C:27]4[CH:28]=[CH:29][C:30]([F:33])=[CH:31][CH:32]=4)=[CH:21][C:22](=[O:26])[O:23]3)=[CH:18][CH:17]=2)=[N:12][CH:11]=1)([C:2]([F:1])([F:35])[F:34])[CH2:4][CH2:5][OH:6] |f:1.2.3.4.5.6|. Reported procedure: To methyl(3R)-4,4,4-trifluoro-3-(2-{[4-(4-fluorophenyl)-2-oxo-2H-chromen-7-yl]thio}-1,3-thiazol-5-yl)-3-hydroxybutanoate (0.120 g) in THF at −90° C. was added an ethereal solution of LAH 1.0M (0.29 mL) dropwise. After 25 minutes, the solution was quenched with NH4Cl and brought to rt. After extraction with EtOAc, the solution was dried over MgSO4 and the solvent removed under vacuum. This crude mixture was then treated with NaBH4 in methanol at 0° C. for 15 minute. The mixture was quenched with ...